This data is from the Open Reaction Database (ORD), a public repository of structured organic reaction records. The task is: describe an organic reaction: reactants, conditions, products, and yield The reactants are C=1C=CC2=C(C1)N=NN2O (HOBT), CCN=C=NCCCN(C)C (WSC), N[C@@H](CCC(OC(C)(C)C)=O)C(=O)N[C@@H]([C@H](OC(C)(C)C)C)C(=O)OC(C)(C)C (H-Glu(OtBu)-Thr(tBu)-OtBu), N(CC(=O)NCC(=O)NCC(=O)O)C(=O)OCC1=CC=CC=C1 (Z-Gly-Gly-Gly-OH). The solvent is CN(C)C=O (DMF). Reaction conditions: temperature 20 celsius, time 8 hour. Yields the product N(CC(=O)NCC(=O)NCC(=O)N[C@@H](CCC(OC(C)(C)C)=O)C(=O)N[C@@H]([C@H](OC(C)(C)C)C)C(=O)OC(C)(C)C)C(=O)OCC1=CC=CC=C1 (Z-Gly-Gly-Gly-Glu(OtBu)-Thr(tBu)-OtBu), product. Isolated yield 85.0%. As a reaction SMILES: [NH2:1][C@H:2]([C:12]([NH:14][C@H:15]([C:23]([O:25][C:26]([CH3:29])([CH3:28])[CH3:27])=[O:24])[C@@H:16]([CH3:22])[O:17][C:18]([CH3:21])([CH3:20])[CH3:19])=[O:13])[CH2:3][CH2:4][C:5](=[O:11])[O:6][C:7]([CH3:10])([CH3:9])[CH3:8].[NH:30]([C:43]([O:45][CH2:46][C:47]1[CH:52]=[CH:51][CH:50]=[CH:49][CH:48]=1)=[O:44])[CH2:31][C:32]([NH:34][CH2:35][C:36]([NH:38][CH2:39][C:40](O)=[O:41])=[O:37])=[O:33].C1C=CC2N(O)N=NC=2C=1.CCN=C=NCCCN(C)C>CN(C=O)C>[NH:30]([C:43]([O:45][CH2:46][C:47]1[CH:52]=[CH:51][CH:50]=[CH:49][CH:48]=1)=[O:44])[CH2:31][C:32]([NH:34][CH2:35][C:36]([NH:38][CH2:39][C:40]([NH:1][C@H:2]([C:12]([NH:14][C@H:15]([C:23]([O:25][C:26]([CH3:28])([CH3:27])[CH3:29])=[O:24])[C@@H:16]([CH3:22])[O:17][C:18]([CH3:19])([CH3:21])[CH3:20])=[O:13])[CH2:3][CH2:4][C:5](=[O:11])[O:6][C:7]([CH3:8])([CH3:9])[CH3:10])=[O:41])=[O:37])=[O:33]. Procedure details: H-Glu(OtBu)-Thr(tBu)-OtBu (1.27 g, 3.05 mmol) and Z-Gly-Gly-Gly-OH (0.99 g, 3.05 mmol) were dissolved in DMF (20 ml). To the solution were added HOBT (453 mg, 3.35 mmol) and WSC (643 mg, 3.35 mmol). The mixture was stirred for 8 hours at 20° C. The reaction mixture was concentrated, which was suspended in 0.2M aqueous solution of citric acid (70 ml), followed by extraction with ethyl acetate (100 ml, 70 ml). The ethyl acetate layers were combined and washed with a 10% (w/v) aqueous solution of a...